From a dataset of the Open Reaction Database (ORD), a public repository of structured organic reaction records. describe an organic reaction: reactants, conditions, products, and yield Starting materials: CN(C)CCOc1ccc(Br)cc1, CCO, CCC(C(=O)c1ccc(O)cc1)C1CCCC1, Cl. The product is CCC(C1CCCC1)C(O)(c1ccc(O)cc1)c1ccc(OCCN(C)C)cc1. Reaction SMILES: [CH3:18][N:19]([CH2:20][CH2:21][O:22][c:23]1[cH:24][cH:25][c:26]([Br:29])[cH:27][cH:28]1)[CH3:30].[CH3:32][CH2:33][OH:34].[CH:1]1([CH:6]([C:7](=[O:8])[c:9]2[cH:10][cH:11][c:12]([OH:15])[cH:13][cH:14]2)[CH2:16][CH3:17])[CH2:2][CH2:3][CH2:4][CH2:5]1.[ClH:31]>>[CH:1]1([CH:6]([C:7]([OH:8])([c:9]2[cH:10][cH:11][c:12]([OH:15])[cH:13][cH:14]2)[c:26]2[cH:25][cH:24][c:23]([O:22][CH2:21][CH2:20][N:19]([CH3:18])[CH3:30])[cH:28][cH:27]2)[CH2:16][CH3:17])[CH2:2][CH2:3][CH2:4][CH2:5]1. The reactants are O (Water), O(C1=CC=CC=C1)CC(=O)NC1C(N(C1SS(=O)(=O)C1=CC=CC=C1)C(C(=O)OCC1=CC=CC=C1)C(=C)C)=O (benzyl 2-(3-phenoxyacetamido-4-benzenesulfonylthio-2-azetidinone-1-yl)-3-methyl-3-butenate), solution, O(Cl)Cl (Cl2O). The solvent is C(C)(=O)OCCOCC (ethoxyethyl acetate), C(Cl)(Cl)(Cl)Cl (carbon tetrachloride). The product is O(C1=CC=CC=C1)CC(=O)NC1C(N(C1SS(=O)(=O)C1=CC=CC=C1)C(C(=O)OCC1=CC=CC=C1)C(=C)CCl)=O (benzyl 2-(3-phenoxyacetamido-4-benzenesulfonylthio-2-azetidinone-1-yl)-3-chloromethyl-3-butenate). Isolated yield 95.0%. Reaction SMILES: [O:1]([CH2:8][C:9]([NH:11][CH:12]1[CH:15]([S:16][S:17]([C:20]2[CH:25]=[CH:24][CH:23]=[CH:22][CH:21]=2)(=[O:19])=[O:18])[N:14]([CH:26]([C:37]([CH3:39])=[CH2:38])[C:27]([O:29][CH2:30][C:31]2[CH:36]=[CH:35][CH:34]=[CH:33][CH:32]=2)=[O:28])[C:13]1=[O:40])=[O:10])[C:2]1[CH:7]=[CH:6][CH:5]=[CH:4][CH:3]=1.O(Cl)[Cl:42].O>C(OCCOCC)(=O)C.C(Cl)(Cl)(Cl)Cl>[O:1]([CH2:8][C:9]([NH:11][CH:12]1[CH:15]([S:16][S:17]([C:20]2[CH:25]=[CH:24][CH:23]=[CH:22][CH:21]=2)(=[O:19])=[O:18])[N:14]([CH:26]([C:37]([CH2:39][Cl:42])=[CH2:38])[C:27]([O:29][CH2:30][C:31]2[CH:32]=[CH:33][CH:34]=[CH:35][CH:36]=2)=[O:28])[C:13]1=[O:40])=[O:10])[C:2]1[CH:7]=[CH:6][CH:5]=[CH:4][CH:3]=1. Procedure: A 200 mg quantity of benzyl 2-(3-phenoxyacetamido-4-benzenesulfonylthio-2-azetidinone-1-yl)-3-methyl-3-butenate was dissolved in 5 ml of ethoxyethyl acetate. The solution was cooled in an ice bath with stirring. Thereto was added dropwise over 10 minutes 1.21 ml of a 0.285M solution of Cl2O in carbon tetrachloride. Water was added to the reaction mixture and the resulting mixture was extracted with ethyl acetate and dried over anhydrous magnesium sulfate. The solvent was distilled off at reduced... Reactants: [N+](=O)([O-])C=1C=C(C(=O)Cl)C=CC1[N+](=O)[O-] (3,4-dinitro-benzoyl chloride), BrC=1C=CC(=NC1)N (5-bromo-2-amino-pyridine). Solvent: CN(C)C=O (DMF). The product is BrC=1C=CC(=NC1)NC(C1=CC(=C(C=C1)[N+](=O)[O-])[N+](=O)[O-])=O (N-(5-Bromo-pyridin-2-yl)-3,4-dinitro-benzamide). As a reaction SMILES: [N+:1]([C:4]1[CH:5]=[C:6]([CH:10]=[CH:11][C:12]=1[N+:13]([O-:15])=[O:14])[C:7](Cl)=[O:8])([O-:3])=[O:2].[Br:16][C:17]1[CH:18]=[CH:19][C:20]([NH2:23])=[N:21][CH:22]=1>CN(C=O)C>[Br:16][C:17]1[CH:18]=[CH:19][C:20]([NH:23][C:7](=[O:8])[C:6]2[CH:10]=[CH:11][C:12]([N+:13]([O-:15])=[O:14])=[C:4]([N+:1]([O-:3])=[O:2])[CH:5]=2)=[N:21][CH:22]=1. Reported procedure: A mixture 3,4-dinitro-benzoyl chloride (1.78 g, 7.8 mmol) and 5-bromo-2-amino-pyridine (1.35 g, 7.8 mmol) in 20 mL DMF was stirred overnight. After evaporation of the solvent, the residue was purified by chromatography on silica gel (eluent gradient: dichloromethane/methanol 100:0->75:1). Reactants: P12(=S)SP3(=S)SP(=S)(S1)SP(=S)(S2)S3 (Phosphorus pentasulfide), COC(CN(C)C(=O)C1=CC=CC2=C(C(=CC=C12)OC)SC(F)(F)F)=O (N-[[6-Methoxy-5-(trifluoromethylthio)-1-naphthalenyl]carbonyl]-N-methylglycine methyl ester), O (water), S (H2S). Run in N1=CC=CC=C1 (pyridine), N1=CC=CC=C1 (pyridine). Product: COC(CN(C)C(=S)C1=CC=CC2=C(C(=CC=C12)OC)SC(F)(F)F)=O (N-[[6-Methoxy-5-(trifluoromethylthio)-1-naphthalenyl]thioxomethyl]-N-methylglycine Methyl Ester). Isolated yield 73.4%. RXN SMILES: [CH3:1][O:2][C:3](=[O:26])[CH2:4][N:5]([C:7]([C:9]1[C:18]2[C:13](=[C:14]([S:21][C:22]([F:25])([F:24])[F:23])[C:15]([O:19][CH3:20])=[CH:16][CH:17]=2)[CH:12]=[CH:11][CH:10]=1)=O)[CH3:6].P12(SP3(SP(SP(S3)(S1)=S)(=S)S2)=S)=[S:28].O.S>N1C=CC=CC=1>[CH3:1][O:2][C:3](=[O:26])[CH2:4][N:5]([C:7]([C:9]1[C:18]2[C:13](=[C:14]([S:21][C:22]([F:25])([F:24])[F:23])[C:15]([O:19][CH3:20])=[CH:16][CH:17]=2)[CH:12]=[CH:11][CH:10]=1)=[S:28])[CH3:6]. Reported procedure: N-[[6-Methoxy-5-(trifluoromethylthio)-1-naphthalenyl]carbonyl]-N-methylglycine methyl ester (2.0 g, 5.4 mmoles) was dissolved in dry pyridine (40 ml). Phosphorus pentasulfide (2.37 g, 10.7 mmoles) was added to the pyridine solution. The mixture was heated at refluxed for 4 hr and then poured into warm water at 50° to 80° C. (caution: evolution of copious quantities of H2S). The mixture was extracted with ethyl acetate. The extract was washed successively with 3 N aqueous HCl, water, a saturated ... Reactants: C12C(CC(C(CC1)C2)=O)=O (bicyclo[3,2,1]octane-2,4-dione), FC(C=1C=C(C=C(C1)C(F)(F)F)N=C=O)(F)F (3,5-bis(trifluoromethyl)phenyl isocyanate), [H-].[Na+] (sodium hydride), oil, Cl (HCl). The solvent is CN(C=O)C (dimethylformamide), O (H2O). Yields the product FC(C=1C=C(C=C(C1)C(F)(F)F)NC(=O)C1C(C2CCC(C1=O)C2)=O)(F)F (N-[3,5-bis(trifluoromethyl)phenyl]-2,4-dioxobicyclo[3.2.1]octane-3-carboxamide). As a reaction SMILES: [CH:1]12[CH2:8][CH:5]([CH2:6][CH2:7]1)[C:4](=[O:9])[CH2:3][C:2]2=[O:10].[F:11][C:12]([F:27])([F:26])[C:13]1[CH:14]=[C:15]([N:23]=[C:24]=[O:25])[CH:16]=[C:17]([C:19]([F:22])([F:21])[F:20])[CH:18]=1.[H-].[Na+].Cl>CN(C)C=O.O>[F:11][C:12]([F:26])([F:27])[C:13]1[CH:14]=[C:15]([NH:23][C:24]([CH:3]2[C:4](=[O:9])[CH:5]3[CH2:8][CH:1]([CH2:7][CH2:6]3)[C:2]2=[O:10])=[O:25])[CH:16]=[C:17]([C:19]([F:22])([F:20])[F:21])[CH:18]=1 |f:2.3|. Procedure: A solution of bicyclo[3,2,1]octane-2,4-dione (0.34 g, 2.5 mmole), 3,5-bis(trifluoromethyl)phenyl isocyanate (0.86 ml, 5.0 mmole), and 60% sodium hydride in mineral oil (0.11 g, 2.75 mmole) in dimethylformamide (100 mL) was stirred at 0° C. for 1 hour and heated at 45–50° C. under nitrogen for 24 hours. After cooling, the mixture was diluted with H2O and treated with 2N aqueous HCl until the mixture was clear. The clear solution was then extracted with dichloromethane. The organic layer was washe... Reactants: CN(CCN(C=1C=NC(=CC1)[N+](=O)[O-])C)C (N1,N1,N2-Trimethyl-N2-(6-nitropyridin-3-yl)ethane-1,2-diamine). Yield: 100.3%. Procedure details: A 250-mL Parr reactor bottle was purged with nitrogen and charged with 10% palladium on carbon (50% wet, 1.00 g dry weight) and a solution of 270a (2.20 g, 9.80 mmol) in ethanol (150 mL). The bottle was attached to a Parr hydrogenator, evacuated, charged with hydrogen gas to a pressure of 50 psi and shaken for 3 h. After this time, the hydrogen was evacuated, and nitrogen was charged into the bottle. Celite 521 (1.00 g) was added, and the mixture was filtered through a pad of Celite 521. The fil... Run at time 3 hour. The solvent is C(C)O (ethanol). Reaction SMILES: [CH3:1][N:2]([CH3:16])[CH2:3][CH2:4][N:5]([CH3:15])[C:6]1[CH:7]=[N:8][C:9]([N+:12]([O-])=O)=[CH:10][CH:11]=1>C(O)C>[CH3:1][N:2]([CH3:16])[CH2:3][CH2:4][N:5]([CH3:15])[C:6]1[CH:11]=[CH:10][C:9]([NH2:12])=[N:8][CH:7]=1. The product is CN(CCN(C=1C=CC(=NC1)N)C)C (N5-(2-(Dimethylamino)ethyl)-N5-methylpyridine-2,5-diamine). The reactants are CCOc1cc(C2CCC(OC(C)=O)CC2NC(=O)OC(C)(C)C)ccc1OC, Cl, C1COCCO1. Yields the product CCOc1cc(C2CCC(OC(C)=O)CC2N)ccc1OC. As a reaction SMILES: [C:1]([O:2][C:3](=[O:4])[NH:8][CH:9]1[CH2:10][CH:11]([O:26][C:27]([CH3:28])=[O:29])[CH2:12][CH2:13][CH:14]1[c:15]1[cH:16][c:17]([O:23][CH2:24][CH3:25])[c:18]([O:21][CH3:22])[cH:19][cH:20]1)([CH3:5])([CH3:6])[CH3:7].[ClH:30].[O:31]1[CH2:32][CH2:33][O:34][CH2:35][CH2:36]1>>[NH2:8][CH:9]1[CH2:10][CH:11]([O:26][C:27]([CH3:28])=[O:29])[CH2:12][CH2:13][CH:14]1[c:15]1[cH:16][c:17]([O:23][CH2:24][CH3:25])[c:18]([O:21][CH3:22])[cH:19][cH:20]1.